Dataset: the Open Reaction Database (ORD), a public repository of structured organic reaction records. Task: describe an organic reaction: reactants, conditions, products, and yield Starting materials: SC1=NC=CC=C1 (2-mercaptopyridine), C(C)C1=CC=C(C(=O)Cl)C=C1 (4-ethylbenzoylchloride). Solvent: C1CCOC1 (THF). Reaction conditions: time 30 minute. Product: C(C)C1=CC=C(C(SC2=NC=CC=C2)=O)C=C1 (S-2-Pyridyl 4-ethylbenzothioate). Yield: 85.9%. Reaction SMILES: [SH:1][C:2]1[CH:7]=[CH:6][CH:5]=[CH:4][N:3]=1.[CH2:8]([C:10]1[CH:18]=[CH:17][C:13]([C:14](Cl)=[O:15])=[CH:12][CH:11]=1)[CH3:9]>C1COCC1>[CH2:8]([C:10]1[CH:18]=[CH:17][C:13]([C:14](=[O:15])[S:1][C:2]2[CH:7]=[CH:6][CH:5]=[CH:4][N:3]=2)=[CH:12][CH:11]=1)[CH3:9]. Reported procedure: Following the general procedure,18 a solution of 2-mercaptopyridine (11.1 g, 100 mmol) in THF (100 mL) was treated with 4-ethylbenzoylchloride (16.9 g, 100 mmol). The resulting slurry was stirred for 30 min. The precipitate was collected by filtration and washed with hexanes (150 mL) in a Buchner funnel. The filtered material was added into a biphasic solution of saturated aqueous NaHCO3 (100 mL) and diethyl ether (100 mL). The mixture was stirred until the foaming subsided. The organic layer wa... Starting materials: [BH3-]C#N, C=O, COc1cc(Nc2nc3c(c(CCC4CCCO4)n2)CNCC3)ccc1-n1cnc(C)c1, CC(=O)O, CO. The product is COc1cc(Nc2nc(CCC3CCCO3)c3c(n2)CCN(C)C3)ccc1-n1cnc(C)c1. RXN SMILES: [C:39]([BH3-:40])#[N:41].[CH2:33]=[O:34].[CH3:1][O:2][c:3]1[cH:4][c:5]([NH:15][c:16]2[n:17][c:18]([CH2:26][CH2:27][CH:28]3[O:29][CH2:30][CH2:31][CH2:32]3)[c:19]3[c:20]([n:21]2)[CH2:22][CH2:23][NH:24][CH2:25]3)[cH:6][cH:7][c:8]1-[n:9]1[cH:10][n:11][c:12]([CH3:14])[cH:13]1.[CH3:35][C:36](=[O:37])[OH:38].[CH3:42][OH:43]>>[CH3:1][O:2][c:3]1[cH:4][c:5]([NH:15][c:16]2[n:17][c:18]([CH2:26][CH2:27][CH:28]3[O:29][CH2:30][CH2:31][CH2:32]3)[c:19]3[c:20]([n:21]2)[CH2:22][CH2:23][N:24]([CH3:35])[CH2:25]3)[cH:6][cH:7][c:8]1-[n:9]1[cH:10][n:11][c:12]([CH3:14])[cH:13]1. The reactants are N1=CC=CC=C1 (pyridine), BrC(C(=O)C1=CC=CC=C1)C1=CC=CC=C1 (2-bromo-1,2-bis-phenylethanone), C(C)NC([S-])=S (ethyldithiocarbamate). Run in C(C)O (ethanol). The product is C(C)SC=1SC(=C(N1)C1=CC=CC=C1)C1=CC=CC=C1 (2-ethylthio-4,5-bis-phenylthiazole). As a reaction SMILES: N1C=CC=[CH:3][CH:2]=1.Br[CH:8]([C:17]1[CH:22]=[CH:21][CH:20]=[CH:19][CH:18]=1)[C:9]([C:11]1[CH:16]=[CH:15][CH:14]=[CH:13][CH:12]=1)=O.C([NH:25][C:26](=[S:28])[S-:27])C>C(O)C>[CH2:2]([S:27][C:26]1[S:28][C:8]([C:17]2[CH:22]=[CH:21][CH:20]=[CH:19][CH:18]=2)=[C:9]([C:11]2[CH:16]=[CH:15][CH:14]=[CH:13][CH:12]=2)[N:25]=1)[CH3:3]. Procedure: 1.106 g of pyridine and 3.68 g of 2-bromo-1,2-bis-phenylethanone are added while stirring to a solution, cooled to 5°, of 1.694 g of ethyldithiocarbamate in 25 ml of ethanol. The mixture is then stirred for 30 minutes at 5° and for 90 minutes at room temperature, concentrated to dryness by evaporation under reduced pressure, and the residue is partitioned between methylene chloride and water. The aqueous phase is acidified with N hydrochloric acid and extracted by shaking again twice with methyl... Reactants: C(C1=CC=CC=C1)SC1=NNC(=N1)S (3-Benzylthio-5-mercapto-1,2,4-triazole), ClCC(C)=O (chloroacetone), CCOCC (ether), C([O-])(O)=O.[Na+] (sodium bicarbonate). Solvent: C(C)O (ethanol). Product: C(C1=CC=CC=C1)SC=1N=C2N(N1)C(=CS2)C (2-Benzylthio-6-methylthiazolo[3,2-b][1,2,4]triazole). The yield is 92.3%. As a reaction SMILES: [CH2:1]([S:8][C:9]1[N:13]=[C:12]([SH:14])[NH:11][N:10]=1)[C:2]1[CH:7]=[CH:6][CH:5]=[CH:4][CH:3]=1.Cl[CH2:16][C:17](=O)[CH3:18].CCOCC.C(=O)(O)[O-].[Na+]>C(O)C>[CH2:1]([S:8][C:9]1[N:13]=[C:12]2[S:14][CH:16]=[C:17]([CH3:18])[N:11]2[N:10]=1)[C:2]1[CH:3]=[CH:4][CH:5]=[CH:6][CH:7]=1 |f:3.4|. Procedure details: The product of stage (a) (22.3 g) and chloroacetone (9.6 g) were heated in ethanol (120 ml) under reflux for 22 hours. The solution was then reduced under vacuum, and the residue was stirred with a mixture of ether and aqueous sodium bicarbonate. The ether solution was separated, washed with water, dried over magnesium sulphate, and reduced under vacuum to give 24.1 g of the desired product as an orange oil.